From a dataset of the Open Reaction Database (ORD), a public repository of structured organic reaction records. describe an organic reaction: reactants, conditions, products, and yield The reactants are COC=1C=C(C=CC1OC1=NC=C(C=C1)NCC1=CC=C(C=C1)C(F)(F)F)CCC(=O)OCC (ethyl 3-{3-methoxy-4-[5-(4-trifluoromethylbenzylamino]pyridin-2-yloxy}phenyl}-propionate), C=O (formaldehyde), C(C)(=O)O (acetic acid), C(#N)[BH3-].[Na+] (sodium cyanoborohydride). The solvent is CO (methanol), O (water). Conditions: time 30 minute. The product is COC=1C=C(C=CC1OC1=NC=C(C=C1)N(CC1=CC=C(C=C1)C(F)(F)F)C)CCC(=O)OCC (ethyl 3-(3-methoxy-4-{5-[methyl-(4-trifluoromethylbenzyl)amino]pyridin-2-yloxy}phenyl)-propionate). RXN SMILES: [CH3:1][O:2][C:3]1[CH:4]=[C:5]([CH2:28][CH2:29][C:30]([O:32][CH2:33][CH3:34])=[O:31])[CH:6]=[CH:7][C:8]=1[O:9][C:10]1[CH:15]=[CH:14][C:13]([NH:16][CH2:17][C:18]2[CH:23]=[CH:22][C:21]([C:24]([F:27])([F:26])[F:25])=[CH:20][CH:19]=2)=[CH:12][N:11]=1.C=O.[C:37](O)(=O)C.C([BH3-])#N.[Na+]>CO.O>[CH3:1][O:2][C:3]1[CH:4]=[C:5]([CH2:28][CH2:29][C:30]([O:32][CH2:33][CH3:34])=[O:31])[CH:6]=[CH:7][C:8]=1[O:9][C:10]1[CH:15]=[CH:14][C:13]([N:16]([CH3:37])[CH2:17][C:18]2[CH:23]=[CH:22][C:21]([C:24]([F:25])([F:26])[F:27])=[CH:20][CH:19]=2)=[CH:12][N:11]=1 |f:3.4|. Procedure details: To a solution of ethyl 3-{3-methoxy-4-[5-(4-trifluoromethylbenzylamino]pyridin-2-yloxy}phenyl}-propionate (0.8 g, 1.7 mmol) in methanol (15 mL) were added a 37% aqueous formaldehyde solution (0.38 mL, 5.1 mmol) and acetic acid (0.1 mL, 1.7 mmol). The reaction solution was stirred for 30 minutes at room temperature. After that, sodium cyanoborohydride (0.24 g, 3.4 mmol) was added to the reaction solution under ice cooling, and the mixture was stirred under ice cooling for 40 minutes. To the react... Starting materials: [OH-].[K+] (potassium hydroxide), CS(=O)C (dimethylsulfoxide), Br.Br.NCCCSC(N)=N (S-[3-(amino)propyl]isothiourea.dihydrobromide), ClC1=CC=CC=2N1C=CN2 (5-chloroimidazo[1,2-a]pyridine). Run in O (Water). Run at time 1.5 hour. Product: NCCCSC1=CC=CC=2N1C=CN2 (5-[3-(amino)propylthio]imidazo[1,2-a]pyridine). The yield is 64.2%. RXN SMILES: [OH-].[K+].CS(C)=O.Br.Br.[NH2:9][CH2:10][CH2:11][CH2:12][S:13][C:14](=[NH:16])N.ClC1[N:23]2[CH:24]=[CH:25]N=[C:22]2[CH:21]=[CH:20][CH:19]=1>O>[NH2:9][CH2:10][CH2:11][CH2:12][S:13][C:14]1[N:16]2[CH:25]=[CH:24][N:23]=[C:22]2[CH:21]=[CH:20][CH:19]=1 |f:0.1,3.4.5|. Procedure details: To a mixed solution of 10% potassium hydroxide (69.3 g, 105 mmoles) and dimethylsulfoxide (50 ml) was added S-[3-(amino)propyl]isothiourea.dihydrobromide (8.85 g, 39 mmoles) and the mixture was stirred at room temperature for 1.5 hours. To the reaction solution was added 5-chloroimidazo[1,2-a]pyridine (3.05 g, 20 mmoles), followed by stirring at room temperature for 1.5 hours and additional stirring at 65° C. for 20 hours. Water was added to the reaction solution, which was extracted with chloro... Starting materials: [Cl-].[Cl-].[Cl-].[Al+3] (Aluminum trichloride), COC=1C=C2C=CC(=CC2=CC1)C=O (6-methoxy-2-naphthaldehyde). Run in ClC1=CC=CC=C1 (chlorobenzene). Conditions: temperature 130 celsius, time 4 hour. The product is OC=1C=C2C=CC(=CC2=CC1)C=O (6-Hydroxy-2-naphthaldehyde). Yield: 37.9%. As a reaction SMILES: [Cl-].[Cl-].[Cl-].[Al+3].C[O:6][C:7]1[CH:8]=[C:9]2[C:14](=[CH:15][CH:16]=1)[CH:13]=[C:12]([CH:17]=[O:18])[CH:11]=[CH:10]2>ClC1C=CC=CC=1>[OH:6][C:7]1[CH:8]=[C:9]2[C:14](=[CH:15][CH:16]=1)[CH:13]=[C:12]([CH:17]=[O:18])[CH:11]=[CH:10]2 |f:0.1.2.3|. Reported procedure: Aluminum trichloride (1.07 g, 8.06 mmol) was added to a solution of 6-methoxy-2-naphthaldehyde (1.0 g, 5.37 mmol) in chlorobenzene (15 mL). The reaction mixture was stirred at 130° C. for 4 h. The reaction was quenched with water (5 mL) and conc. HCl (2 mL). The reaction mixture was dissolved in ethyl acetate and washed with water and brine and dried over anhydrous magnesium sulfate. Silica gel chromatography eluting with 10% ethyl acetate/hexane yielded 0.35 g of desired product: ESI-MS173.0 (M... The reactants are C[Si](C)(C)Cl, ClCCl, OCCCNCCO, ClSC(c1ccccc1)(c1ccccc1)c1ccccc1, c1ccncc1. Yields the product OCCCN(CCO)SC(c1ccccc1)(c1ccccc1)c1ccccc1. RXN SMILES: [CH3:9][Si:10]([Cl:11])([CH3:12])[CH3:13].[Cl:41][CH2:42][Cl:43].[OH:1][CH2:2][CH2:3][NH:4][CH2:5][CH2:6][CH2:7][OH:8].[c:14]1([C:20]([S:21][Cl:22])([c:23]2[cH:24][cH:25][cH:26][cH:27][cH:28]2)[c:29]2[cH:30][cH:31][cH:32][cH:33][cH:34]2)[cH:15][cH:16][cH:17][cH:18][cH:19]1.[cH:35]1[cH:36][cH:37][n:38][cH:39][cH:40]1>>[OH:1][CH2:2][CH2:3][N:4]([CH2:5][CH2:6][CH2:7][OH:8])[S:21][C:20]([c:14]1[cH:15][cH:16][cH:17][cH:18][cH:19]1)([c:23]1[cH:24][cH:25][cH:26][cH:27][cH:28]1)[c:29]1[cH:30][cH:31][cH:32][cH:33][cH:34]1.